This data is from the Open Reaction Database (ORD), a public repository of structured organic reaction records. The task is: describe an organic reaction: reactants, conditions, products, and yield Starting materials: Cl.C(C1=CC=CC=C1)OC1=CC=C(C=C1)[C@@H]1[C@H](CN(CC1)[C@H](C)C1=CC=CC=C1)O ((3R,4R)-4-(4-benzyloxy-phenyl)-1-((R)-1-phenyl-ethyl)-piperidin-3-ol hydrochloride), [H][H] (hydrogen). Yields the product Cl.OC1=CC=C(C=C1)[C@@H]1[C@H](CNCC1)O ((3R,4R)-4-(4-hydroxy-phenyl)-piperidin-3-ol hydrochloride). RXN SMILES: [ClH:1].C([O:9][C:10]1[CH:15]=[CH:14][C:13]([C@H:16]2[CH2:21][CH2:20][N:19]([C@@H](C3C=CC=CC=3)C)[CH2:18][C@@H:17]2[OH:30])=[CH:12][CH:11]=1)C1C=CC=CC=1.[H][H]>>[ClH:1].[OH:9][C:10]1[CH:15]=[CH:14][C:13]([C@H:16]2[CH2:21][CH2:20][NH:19][CH2:18][C@@H:17]2[OH:30])=[CH:12][CH:11]=1 |f:0.1,3.4|. Procedure: reacting (3R,4R)-4-(4-benzyloxy-phenyl)-1-((R)-1-phenyl-ethyl)-piperidin-3-ol hydrochloride with hydrogen to yield (3R,4R)-4-(4-hydroxy-phenyl)-piperidin-3-ol hydrochloride; Reactants: CCOc1cc(C(=O)O)cc(OCC)c1Br, O=C(n1ccnc1)n1ccnc1, CC(C)(C)O, C1CCC2=NCCCN2CC1, CN(C)C=O. Product: CCOc1cc(C(=O)OC(C)(C)C)cc(OCC)c1Br. Reaction SMILES: [Br:1][c:2]1[c:3]([O:14][CH2:15][CH3:16])[cH:4][c:5]([C:6](=[O:7])[OH:8])[cH:9][c:10]1[O:11][CH2:12][CH3:13].[C:17]([n:18]1[cH:19][cH:20][n:21][cH:22]1)([n:23]1[cH:24][cH:25][n:26][cH:27]1)=[O:28].[C:29]([CH3:30])([CH3:31])([CH3:32])[OH:33].[CH2:34]1[CH2:35][CH2:36][C:37]2=[N:42][CH2:41][CH2:40][CH2:39][N:38]2[CH2:43][CH2:44]1.[O:45]=[CH:46][N:47]([CH3:48])[CH3:49]>>[Br:1][c:2]1[c:3]([O:14][CH2:15][CH3:16])[cH:4][c:5]([C:6](=[O:7])[O:8][C:29]([CH3:30])([CH3:31])[CH3:32])[cH:9][c:10]1[O:11][CH2:12][CH3:13]. The reactants are CCOCC (ether), C(=O)(O)[O-].[Na+] (NaHCO3), O1C(=CC=C1)/C(/C(=O)N[C@H]1[C@@H]2N(C(=C(CS2)CO)C(=O)O)C1=O)=N/OC ((6R,7R)-7-[Z-2-(fur-2-yl)-2-methoxyiminoacetamido]-3-hydroxymethylceph-3-em-4carboxylic acid), [N-]=C=O (isocyanate), C(=O)(O)[O-].[Na+] (NaHCO3). The solvent is O1CCOCC1 (dioxan). Reaction conditions: time 7 minute. Yields the product CO/N=C(/C1=CC=CO1)\C(=O)N[C@H]2[C@@H]3N(C2=O)C(=C(CS3)COC(=O)N)C(=O)O (Cefuroxime). As a reaction SMILES: [O:1]1[CH:5]=[CH:4][CH:3]=[C:2]1/[C:6](=[N:24]/[O:25][CH3:26])/[C:7]([NH:9][C@@H:10]1[C:22](=[O:23])[N:12]2[C:13]([C:19]([OH:21])=[O:20])=[C:14]([CH2:17][OH:18])[CH2:15][S:16][C@H:11]12)=[O:8].[N-:27]=[C:28]=[O:29].C([O-])(O)=O.[Na+].CCOCC>O1CCOCC1>[CH3:26][O:25]/[N:24]=[C:6](\[C:7]([NH:9][C@@H:10]1[C:22](=[O:23])[N:12]2[C:13]([C:19]([OH:21])=[O:20])=[C:14]([CH2:17][O:18][C:28]([NH2:27])=[O:29])[CH2:15][S:16][C@H:11]12)=[O:8])/[C:2]1[O:1][CH:5]=[CH:4][CH:3]=1 |f:2.3|. Procedure: A solution of (6R,7R)-7-[Z-2-(fur-2-yl)-2-methoxyiminoacetamido]-3-hydroxymethylceph-3-em-4carboxylic acid (3.8 g) in dioxan (35 ml) was added to the above isocyanate reagent in one portion and the resulting solution was stirred at ca 22° for 7 minutes. The reaction mixture was poured into 3% aqueous NaHCO3 solution (170 ml) and the pH was adjusted to 5 by the addition of more aqueous NaHCO3 solution. After heating to 40° for 2 hours and allowing to cool to 22° over 14 hours, the reaction mixtur... RXN SMILES: [CH3:28][CH2:29][O:30][C:31](=[O:32])[CH3:33].[ClH:34].[F:1][c:2]1[c:3]([O:12][CH2:13][CH:14]([CH3:15])[OH:16])[c:4]([N+:9](=[O:10])[O-:11])[cH:5][cH:6][c:7]1[F:8].[c:17]1([CH3:27])[cH:18][cH:19][c:20]([S:23](=[O:24])(=[O:25])[Cl:26])[cH:21][cH:22]1.[cH:35]1[cH:36][cH:37][n:38][cH:39][cH:40]1>>[F:1][c:2]1[c:3]([O:12][CH2:13][CH:14]([CH3:15])[O:16][S:23]([c:20]2[cH:19][cH:18][c:17]([CH3:27])[cH:22][cH:21]2)(=[O:24])=[O:25])[c:4]([N+:9](=[O:10])[O-:11])[cH:5][cH:6][c:7]1[F:8]. Product: Cc1ccc(S(=O)(=O)OC(C)COc2c([N+](=O)[O-])ccc(F)c2F)cc1. Starting materials: CCOC(C)=O, Cl, CC(O)COc1c([N+](=O)[O-])ccc(F)c1F, Cc1ccc(S(=O)(=O)Cl)cc1, c1ccncc1. The reactants are [Br-], C1CCOC1, CCOC(C)=O, CON(C)C(=O)C(Cc1cccc(-c2cc(C(C)(C)S(C)(=O)=O)cc3cccnc23)c1)c1ccc(S(C)(=O)=O)cc1, [Mg+]C1CC1, [Cl-], [NH4+]. Yields the product CC(C)(c1cc(-c2cccc(CC(C(=O)C3CC3)c3ccc(S(C)(=O)=O)cc3)c2)c2ncccc2c1)S(C)(=O)=O. As a reaction SMILES: [Br-:1].[CH2:47]1[O:48][CH2:49][CH2:50][CH2:51]1.[CH3:52][CH2:53][O:54][C:55](=[O:56])[CH3:57].[CH3:6][S:7](=[O:8])(=[O:9])[C:10]([CH3:11])([CH3:12])[c:13]1[cH:14][c:15]2[cH:16][cH:17][cH:18][n:19][c:20]2[c:21](-[c:23]2[cH:24][c:25]([CH2:29][CH:30]([C:31](=[O:32])[N:33]([O:34][CH3:35])[CH3:36])[c:37]3[cH:38][cH:39][c:40]([S:43](=[O:44])(=[O:45])[CH3:46])[cH:41][cH:42]3)[cH:26][cH:27][cH:28]2)[cH:22]1.[CH:2]1([Mg+:5])[CH2:3][CH2:4]1.[Cl-:58].[NH4+:59]>>[CH:2]1([C:31]([CH:30]([CH2:29][c:25]2[cH:24][c:23](-[c:21]3[c:20]4[c:15]([cH:14][c:13]([C:10]([S:7]([CH3:6])(=[O:8])=[O:9])([CH3:11])[CH3:12])[cH:22]3)[cH:16][cH:17][cH:18][n:19]4)[cH:28][cH:27][cH:26]2)[c:37]2[cH:38][cH:39][c:40]([S:43](=[O:44])(=[O:45])[CH3:46])[cH:41][cH:42]2)=[O:32])[CH2:3][CH2:4]1. The product is C(C)(C)OC(=O)N1[C@H](C[C@H](C2=NC(=CC=C12)C(F)(F)F)N(CC1=CC(=CC(=C1)C(F)(F)F)C(F)(F)F)C=1N=NN(N1)CCN)CC ((+/−)-cis-4-[[2-(2-Amino-ethyl)-2H-tetrazol-5-yl]-(3,5-bis-trifluoromethyl-benzyl)-amino]-2-ethyl-6-trifluoromethyl-3,4-dihydro-2H-[1,5]naphthyridine-1-carboxylic acid isopropyl ester). The solvent is ClCCl (dichloromethane). Reactants: FC(C(=O)O)(F)F (trifluoroacetic acid), C(C)(C)OC(=O)N1[C@H](C[C@H](C2=NC(=CC=C12)C(F)(F)F)N(C=1N=NN(N1)CCNC(=O)OC(C)(C)C)CC1=CC(=CC(=C1)C(F)(F)F)C(F)(F)F)CC ((+/−)-cis-4-[(3,5-bis-trifluoromethyl-benzyl)-[2-(2-tert-butoxycarbonylamino-ethyl)-2H-tetrazol-5-yl)-amino]-2-ethyl-6-trifluoromethyl-3,4-dihydro-2H-[1,5]naphthyridine-1-carboxylic acid isopropyl ester), C([O-])(O)=O.[Na+] (sodium bicarbonate). Conditions: time 3 hour. Reported procedure: Add trifluoroacetic acid (1 mL) to a solution of (+/−)-cis-4-[(3,5-bis-trifluoromethyl-benzyl)-[2-(2-tert-butoxycarbonylamino-ethyl)-2H-tetrazol-5-yl)-amino]-2-ethyl-6-trifluoromethyl-3,4-dihydro-2H-[1,5]naphthyridine-1-carboxylic acid isopropyl ester (61 mg, 0.079 mmol) in dichloromethane (3 mL) and stir the mixture at room temperature for 3 h. Pour the reaction mixture onto a saturated solution of sodium bicarbonate and extract with dichloromethane. Dry the organic layer over anhydrous sodium ... As a reaction SMILES: FC(F)(F)C(O)=O.[CH:8]([O:11][C:12]([N:14]1[C:23]2[C:18](=[N:19][C:20]([C:24]([F:27])([F:26])[F:25])=[CH:21][CH:22]=2)[C@H:17]([N:28]([CH2:44][C:45]2[CH:50]=[C:49]([C:51]([F:54])([F:53])[F:52])[CH:48]=[C:47]([C:55]([F:58])([F:57])[F:56])[CH:46]=2)[C:29]2[N:30]=[N:31][N:32]([CH2:34][CH2:35][NH:36]C(OC(C)(C)C)=O)[N:33]=2)[CH2:16][C@@H:15]1[CH2:59][CH3:60])=[O:13])([CH3:10])[CH3:9].C(=O)(O)[O-].[Na+]>ClCCl>[CH:8]([O:11][C:12]([N:14]1[C:23]2[C:18](=[N:19][C:20]([C:24]([F:27])([F:25])[F:26])=[CH:21][CH:22]=2)[C@H:17]([N:28]([C:29]2[N:30]=[N:31][N:32]([CH2:34][CH2:35][NH2:36])[N:33]=2)[CH2:44][C:45]2[CH:46]=[C:47]([C:55]([F:56])([F:57])[F:58])[CH:48]=[C:49]([C:51]([F:52])([F:53])[F:54])[CH:50]=2)[CH2:16][C@@H:15]1[CH2:59][CH3:60])=[O:13])([CH3:10])[CH3:9] |f:2.3|. Yield: 45.4%. The reactants are O=C(OO)c1cccc(Cl)c1, CSCC(C)Cc1ccc(Cl)nc1, ClCCl. The product is CC(Cc1ccc(Cl)nc1)CS(C)=O. Reaction SMILES: [Cl:14][c:15]1[cH:16][c:17]([C:22](=[O:19])[O:23][OH:24])[cH:18][cH:20][cH:21]1.[Cl:1][c:2]1[n:3][cH:4][c:5]([CH2:8][CH:9]([CH2:10][S:11][CH3:12])[CH3:13])[cH:6][cH:7]1.[Cl:25][CH2:26][Cl:27]>>[Cl:1][c:2]1[n:3][cH:4][c:5]([CH2:8][CH:9]([CH2:10][S:11]([CH3:12])=[O:19])[CH3:13])[cH:6][cH:7]1. The reactants are CC(C(=O)OC(C)(C)C)c1ccc(F)c(C#N)c1, CS(C)=O, CCOC(C)=O, O=C(Nc1ccc(O)cc1)c1ccc(Cl)c(Cl)c1, [K+], [K+], [Na+], [Na+], O=C([O-])[O-], O=C([O-])[O-]. The product is CC(C(=O)OC(C)(C)C)c1ccc(Oc2ccc(NC(=O)c3ccc(Cl)c(Cl)c3)cc2)c(C#N)c1. RXN SMILES: [C:1](#[N:2])[c:3]1[cH:4][c:5]([CH:10]([C:11](=[O:12])[O:13][C:14]([CH3:15])([CH3:16])[CH3:17])[CH3:18])[cH:6][cH:7][c:8]1[F:9].[CH3:43][S:44]([CH3:45])=[O:46].[CH3:47][CH2:48][O:49][C:50]([CH3:51])=[O:52].[Cl:19][c:20]1[cH:21][c:22]([C:23](=[O:24])[NH:25][c:26]2[cH:27][cH:28][c:29]([OH:32])[cH:30][cH:31]2)[cH:33][cH:34][c:35]1[Cl:36].[K+:37].[K+:38].[Na+:53].[Na+:54].[O-:39][C:40]([O-:41])=[O:42].[O-:55][C:56](=[O:57])[O-:58]>>[C:1](#[N:2])[c:3]1[cH:4][c:5]([CH:10]([C:11](=[O:12])[O:13][C:14]([CH3:15])([CH3:16])[CH3:17])[CH3:18])[cH:6][cH:7][c:8]1[O:32][c:29]1[cH:28][cH:27][c:26]([NH:25][C:23]([c:22]2[cH:21][c:20]([Cl:19])[c:35]([Cl:36])[cH:34][cH:33]2)=[O:24])[cH:31][cH:30]1.